From a dataset of the Open Reaction Database (ORD), a public repository of structured organic reaction records. describe an organic reaction: reactants, conditions, products, and yield Starting materials: CC(=O)c1ccc2c(=O)n(CC(C)C)c(CN(C(=O)[O-])C(C)(C)C)c(-c3ccccc3)c2c1, CCOC(C)=O, Cl. Product: Cl, CC(=O)c1ccc2c(=O)n(CC(C)C)c(CN)c(-c3ccccc3)c2c1. RXN SMILES: [C:1]([N:5]([C:2](=[O:3])[O-:4])[CH2:9][c:10]1[n:11]([CH2:30][CH:31]([CH3:32])[CH3:33])[c:12](=[O:29])[c:13]2[cH:14][cH:15][c:16]([C:26]([CH3:27])=[O:28])[cH:17][c:18]2[c:19]1-[c:20]1[cH:21][cH:22][cH:23][cH:24][cH:25]1)([CH3:6])([CH3:7])[CH3:8].[CH3:35][CH2:36][O:37][C:38](=[O:39])[CH3:40].[ClH:34]>>[ClH:34].[NH2:5][CH2:9][c:10]1[n:11]([CH2:30][CH:31]([CH3:32])[CH3:33])[c:12](=[O:29])[c:13]2[cH:14][cH:15][c:16]([C:26]([CH3:27])=[O:28])[cH:17][c:18]2[c:19]1-[c:20]1[cH:21][cH:22][cH:23][cH:24][cH:25]1. Reactants: NCC1=NN=C2N1C1=C(C(=CC2)C2=C(C=CC=C2)F)C=C(C=C1)Cl (1-(aminomethyl)-8-chloro-6-(2-fluorophenyl)-4H-s-triazolo[4,3-a][1]benzazepine), Cl (hydrogen chloride). Run in C(C)(C)O (isopropanol), C(C)(C)O (isopropanol). Yields the product Cl.NCC1=NN=C2N1C1=C(C(=CC2)C2=C(C=CC=C2)F)C=C(C=C1)Cl (1-(aminomethyl)-8-chloro-6-(2-fluorophenyl)-4H-s-triazolo[4,3-a][1]benzazepine hydrochloride). Reaction SMILES: [NH2:1][CH2:2][C:3]1[N:7]2[C:8]3[CH:23]=[CH:22][C:21]([Cl:24])=[CH:20][C:9]=3[C:10]([C:13]3[CH:18]=[CH:17][CH:16]=[CH:15][C:14]=3[F:19])=[CH:11][CH2:12][C:6]2=[N:5][N:4]=1.Cl>C(O)(C)C>[ClH:24].[NH2:1][CH2:2][C:3]1[N:7]2[C:8]3[CH:23]=[CH:22][C:21]([Cl:24])=[CH:20][C:9]=3[C:10]([C:13]3[CH:18]=[CH:17][CH:16]=[CH:15][C:14]=3[F:19])=[CH:11][CH2:12][C:6]2=[N:5][N:4]=1 |f:3.4|. Procedure: For conversion into the hydrochloride, the base is dissolved in isopropanol and treated with an equivalent amount of hydrogen chloride in isopropanol. After evaporation of the solvent and recrystallization of the hydrochloride from a ten-fold amount of water, there is obtained 1-(aminomethyl)-8-chloro-6-(2-fluorophenyl)-4H-s-triazolo[4,3-a][1]benzazepine hydrochloride of melting point 246°-248° (decomposition). Reactants: CCNC(=O)Nc1cc(Br)ccn1, O=C([O-])[O-], [Cs+], [Cs+], CC1(C)OB(c2ccc(F)nc2)OC1(C)C. Product: CCNC(=O)Nc1cc(-c2ccc(F)nc2)ccn1. As a reaction SMILES: [Br:1][c:2]1[cH:3][c:4]([NH:8][C:9](=[O:10])[NH:11][CH2:12][CH3:13])[n:5][cH:6][cH:7]1.[C:30](=[O:31])([O-:32])[O-:33].[Cs+:34].[Cs+:35].[F:14][c:15]1[n:16][cH:17][c:18]([B:21]2[O:22][C:23]([CH3:24])([CH3:25])[C:26]([CH3:27])([CH3:28])[O:29]2)[cH:19][cH:20]1>>[c:2]1(-[c:18]2[cH:17][n:16][c:15]([F:14])[cH:20][cH:19]2)[cH:3][c:4]([NH:8][C:9](=[O:10])[NH:11][CH2:12][CH3:13])[n:5][cH:6][cH:7]1. Reactants: C(C)(C)(C)C1=CC2=C(N(C(=N2)CC2CC(C2)CN(C(C)C)C[C@H]2C[C@H]([C@H]3[C@@H]2OC(O3)(C)C)N3C=CC2=C3N=CN=C2N)COCC[Si](C)(C)C)C=C1 (7-[(3aS,4R,6R,6aR)-6-{[({3-[(5-tert-butyl-1-{[2-(trimethylsilyl)ethoxy]methyl}-1H-1,3-benzodiazol-2-yl)methyl]cyclobutyl}methyl)(propan-2-yl)amino]methyl}-2,2-dimethyl-hexahydrocyclopenta[d][1,3]dioxol-4-yl]-7H-pyrrolo[2,3-d]pyrimidin-4-amine), Cl (HCl). Solvent: CO (methanol). Product: NC=1C2=C(N=CN1)N(C=C2)[C@H]2[C@@H]([C@@H]([C@H](C2)CN(C(C)C)CC2CC(C2)CC2=NC1=C(N2)C=CC(=C1)C(C)(C)C)O)O ((1R,2S,3R,5R)-3-{4-amino-7H-pyrrolo[2,3-d]pyrimidin-7-yl}-5-{[({3-[(5-tert-butyl-1H-1,3-benzodiazol-2-yl)methyl]cyclobutyl}methyl)(propan-2-yl)amino]methyl}cyclopentane-1,2-diol). The yield is 55.2%. As a reaction SMILES: [C:1]([C:5]1[CH:52]=[CH:51][C:8]2[N:9](COCC[Si](C)(C)C)[C:10]([CH2:12][CH:13]3[CH2:16][CH:15]([CH2:17][N:18]([CH2:22][C@@H:23]4[C@H:27]5[O:28]C(C)(C)[O:30][C@H:26]5[C@H:25]([N:33]5[C:37]6[N:38]=[CH:39][N:40]=[C:41]([NH2:42])[C:36]=6[CH:35]=[CH:34]5)[CH2:24]4)[CH:19]([CH3:21])[CH3:20])[CH2:14]3)=[N:11][C:7]=2[CH:6]=1)([CH3:4])([CH3:3])[CH3:2].Cl>CO>[NH2:42][C:41]1[C:36]2[CH:35]=[CH:34][N:33]([C@@H:25]3[CH2:24][C@H:23]([CH2:22][N:18]([CH2:17][CH:15]4[CH2:14][CH:13]([CH2:12][C:10]5[NH:9][C:8]6[CH:51]=[CH:52][C:5]([C:1]([CH3:4])([CH3:3])[CH3:2])=[CH:6][C:7]=6[N:11]=5)[CH2:16]4)[CH:19]([CH3:20])[CH3:21])[C@@H:27]([OH:28])[C@H:26]3[OH:30])[C:37]=2[N:38]=[CH:39][N:40]=1. Reported procedure: 7-[(3aS,4R,6R,6aR)-6-{[({3-[(5-tert-butyl-1-{[2-(trimethylsilyl)ethoxy]methyl}-1H-1,3-benzodiazol-2-yl)methyl]cyclobutyl}methyl)(propan-2-yl)amino]methyl}-2,2-dimethyl-hexahydrocyclopenta[d][1,3]dioxol-4-yl]-7H-pyrrolo[2,3-d]pyrimidin-4-amine (58.7 mg, 0.08 mmol) was dissolved in cone. HCl solution (5 ml) and methanol (5 ml) and heated to 40° C. for 2 h. The reaction mixture was concentrated under reduced pressure, and the residue partitioned between sat. NaHCO3(aq) (10 ml) and EtOAc (10 ml). Th...